From a dataset of the Open Reaction Database (ORD), a public repository of structured organic reaction records. describe an organic reaction: reactants, conditions, products, and yield The reactants are N1=C(C=CC=C1)CSC[C@@H](C(=O)OC)NC(C(F)(F)F)C1=CC=C(C=C1)F (methyl 3-(pyridin-2-ylmethylsulfanyl)-2(R)-[2,2,2-trifluoro-1(RS)-(4-fluorophenyl)ethylamino]propionate), [OH-].[Na+] (sodium hydroxide). Solvent: CO (methanol). Conditions: time 2 hour. Yields the product N1=C(C=CC=C1)CSC[C@@H](C(=O)O)NC(C(F)(F)F)C1=CC=C(C=C1)F (3-(pyridin-2-ylmethylsulfanyl)-2(R)-[2,2,2-trifluoro-1(RS)-(4-fluorophenyl)ethylamino]propionic acid). The yield is 66.7%. Reaction SMILES: [N:1]1[CH:6]=[CH:5][CH:4]=[CH:3][C:2]=1[CH2:7][S:8][CH2:9][C@H:10]([NH:15][CH:16]([C:21]1[CH:26]=[CH:25][C:24]([F:27])=[CH:23][CH:22]=1)[C:17]([F:20])([F:19])[F:18])[C:11]([O:13]C)=[O:12].[OH-].[Na+]>CO>[N:1]1[CH:6]=[CH:5][CH:4]=[CH:3][C:2]=1[CH2:7][S:8][CH2:9][C@H:10]([NH:15][CH:16]([C:21]1[CH:26]=[CH:25][C:24]([F:27])=[CH:23][CH:22]=1)[C:17]([F:20])([F:18])[F:19])[C:11]([OH:13])=[O:12] |f:1.2|. Procedure details: To a solution of methyl 3-(pyridin-2-ylmethylsulfanyl)-2(R)-[2,2,2-trifluoro-1(RS)-(4-fluorophenyl)ethylamino]propionate (0.64 g, 1.59 mmol) in methanol (9 mL) was added 1N sodium hydroxide (4.77 mL). The resulting solution was stirred for 2 h at ambient temperature and then methanol was removed in vacuo. The residue was portioned between water and ethyl acetate. The aqueous layer was extracted twice more with ethyl acetate and the combined organic layers were dried over magnesium sulfate. Remov... Isolated yield 75.8%. Reported procedure: To 15 ml of N,N-dimethylformamide were added 2.6 g of 1-methyl-1-(3-chlorophenyl)ethylamine, 2.0 g of potassium carbonate and 2.1 g of 3-chloro-2-methylpropene, and the solution was then stirred at 85° C. for 1 hour. After potassium carbonate was removed by filtration, 100 ml of water were added, followed by extraction with toluene. The resultant extract was dried over anhydrous sodium sulfate, and then concentrated by an evaporator. Afterward, silica gel column chromatography was done to obtain... Run in CN(C=O)C (N,N-dimethylformamide). Conditions: temperature 85 celsius, time 1 hour. Reaction SMILES: [CH3:1][C:2]([NH2:11])([C:4]1[CH:9]=[CH:8][CH:7]=[C:6]([Cl:10])[CH:5]=1)[CH3:3].C(=O)([O-])[O-].[K+].[K+].Cl[CH2:19][C:20]([CH3:22])=[CH2:21]>CN(C)C=O>[CH3:3][C:2]([NH:11][CH2:21][C:20]([CH3:22])=[CH2:19])([C:4]1[CH:9]=[CH:8][CH:7]=[C:6]([Cl:10])[CH:5]=1)[CH3:1] |f:1.2.3|. The product is CC(C)(C1=CC(=CC=C1)Cl)NCC(=C)C (N-[1-methyl-1-(3-chlorophenyl)ethyl]-2-methyl-2-propenylamine). The reactants are CC(C)(C1=CC(=CC=C1)Cl)N (1-methyl-1-(3-chlorophenyl)ethylamine), C([O-])([O-])=O.[K+].[K+] (potassium carbonate), ClCC(=C)C (3-chloro-2-methylpropene). The solvent is C1CCOC1 (THF). Procedure details: The title compound was prepared from 60 mg of α-(R)-(3-(R)-formyl-4-(S)-phenylpyrrolidin-1-yl)-cyclohexaneacetic acid, 4-methoxy-benzyl ester (prepared above as Aldehyde 5), 60 mg 1-piperidin-4-yl-5-fluoro-1-H-benzoimidazole (from Step D ) and 75 mg of sodium triacetoxyborohydride in 4 mL of THF and 1 mL of DMF, using a procedure analogous to that described in Example 95, Step D to provide 48 mg of the title compound as an oil. Reactants: C(=O)[C@H]1CN(C[C@@H]1C1=CC=CC=C1)[C@@H](C(=O)OCC1=CC=C(C=C1)OC)C1CCCCC1 (α-(R)-(3-(R)-formyl-4-(S)-phenylpyrrolidin-1-yl)-cyclohexaneacetic acid, para-methoxybenzyl ester), N1CCC(CC1)N1C=NC2=C1C=CC(=C2)F (1-piperidin-4-yl-5-fluoro-1-H-benzoimidazole), C(C)(=O)O[BH-](OC(C)=O)OC(C)=O.[Na+] (sodium triacetoxyborohydride), CN(C)C=O (DMF). The product is N1=CN(C2=NC=CC=C21)C2CCN(CC2)C[C@H]2CN(C[C@@H]2C2=CC=CC=C2)[C@@H](C(=O)O)C2CCCCC2 (α-(R)-(3-(S)-((4-Imidazo[4,5-b]pyridin-3-yl-piperidin-1-yl)methyl)-4-(S)-phenylpyrrolidin-1-yl)-cyclohexaneacetic Acid). As a reaction SMILES: [CH:1]([C@@H:3]1[C@@H:7]([C:8]2[CH:13]=[CH:12][CH:11]=[CH:10][CH:9]=2)[CH2:6][N:5]([C@H:14]([CH:27]2[CH2:32][CH2:31][CH2:30][CH2:29][CH2:28]2)[C:15]([O:17]CC2C=CC(OC)=CC=2)=[O:16])[CH2:4]1)=O.[NH:33]1[CH2:38][CH2:37][CH:36]([N:39]2[C:43]3C=[CH:45][C:46](F)=[CH:47][C:42]=3[N:41]=[CH:40]2)[CH2:35][CH2:34]1.C(O[BH-](OC(=O)C)OC(=O)C)(=O)C.[Na+].C[N:64](C=O)C>C1COCC1>[N:41]1[C:42]2[C:43](=[N:64][CH:45]=[CH:46][CH:47]=2)[N:39]([CH:36]2[CH2:35][CH2:34][N:33]([CH2:1][C@@H:3]3[C@@H:7]([C:8]4[CH:13]=[CH:12][CH:11]=[CH:10][CH:9]=4)[CH2:6][N:5]([C@H:14]([CH:27]4[CH2:28][CH2:29][CH2:30][CH2:31][CH2:32]4)[C:15]([OH:17])=[O:16])[CH2:4]3)[CH2:38][CH2:37]2)[CH:40]=1 |f:2.3|. The reactants are BrC1=C(N=C2N1C=CC=C2OCC2=C(C(=CC=C2Cl)N(C)C(CNC(C=CC2=CC=C(C=C2)NC(CCC(=O)O)=O)=O)=O)Cl)C (3-bromo-8-[2,6-dichloro-3-[N-[4-(3-carboxypropionamido)cinnamoylglycyl]-N-methylamino]benzyloxy]-2-methylimidazo[1,2-a]pyridine), C(C)O (ethanol), Cl.C(C)N=C=NCCCN(C)C (N-ethyl-N'-(3-dimethylaminopropyl)carbodiimide hydrochloride), ON1N=NC2=C1C=CC=C2 (1-hydroxybenzotriazole). The solvent is CN(C=O)C (N,N-dimethylformamide), C(C)(=O)OCC (Ethyl acetate). Reaction conditions: time 3 hour. Yields the product BrC1=C(N=C2N1C=CC=C2OCC2=C(C(=CC=C2Cl)N(C)C(CNC(C=CC2=CC=C(C=C2)NC(CCC(=O)OCC)=O)=O)=O)Cl)C (3-bromo-8-[2,6-dichloro-3-[N-[4-(3-ethoxycarbonylpropionamido)cinnamoylglycyl]-N-methylamino]benzyloxy]-2-methylimidazo[1,2-a]pyridine). Isolated yield 11.2%. RXN SMILES: [Br:1][C:2]1[N:6]2[CH:7]=[CH:8][CH:9]=[C:10]([O:11][CH2:12][C:13]3[C:18]([Cl:19])=[CH:17][CH:16]=[C:15]([N:20]([C:22](=[O:43])[CH2:23][NH:24][C:25](=[O:42])[CH:26]=[CH:27][C:28]4[CH:33]=[CH:32][C:31]([NH:34][C:35](=[O:41])[CH2:36][CH2:37][C:38]([OH:40])=[O:39])=[CH:30][CH:29]=4)[CH3:21])[C:14]=3[Cl:44])[C:5]2=[N:4][C:3]=1[CH3:45].[CH2:46](O)[CH3:47].Cl.C(N=C=NCCCN(C)C)C.ON1C2C=CC=CC=2N=N1>C(OCC)(=O)C.CN(C)C=O>[Br:1][C:2]1[N:6]2[CH:7]=[CH:8][CH:9]=[C:10]([O:11][CH2:12][C:13]3[C:18]([Cl:19])=[CH:17][CH:16]=[C:15]([N:20]([C:22](=[O:43])[CH2:23][NH:24][C:25](=[O:42])[CH:26]=[CH:27][C:28]4[CH:29]=[CH:30][C:31]([NH:34][C:35](=[O:41])[CH2:36][CH2:37][C:38]([O:40][CH2:46][CH3:47])=[O:39])=[CH:32][CH:33]=4)[CH3:21])[C:14]=3[Cl:44])[C:5]2=[N:4][C:3]=1[CH3:45] |f:2.3|. Procedure: A mixture of 3-bromo-8-[2,6-dichloro-3-[N-[4-(3-carboxypropionamido)cinnamoylglycyl]-N-methylamino]benzyloxy]-2-methylimidazo[1,2-a]pyridine (60 mg), ethanol (12 mg), N-ethyl-N'-(3-dimethylaminopropyl)carbodiimide hydrochloride (21 mg), 1-hydroxybenzotriazole (17 mg) and N,N-dimethylformamide (0.6 ml) was stirred for 3 hours at ambient temperature. Ethyl acetate was added thereto, and the mixture was washed with water four times, dried over magnesium sulfate and concentrated in vacuo. The residu...